This data is from the Open Reaction Database (ORD), a public repository of structured organic reaction records. The task is: describe an organic reaction: reactants, conditions, products, and yield RXN SMILES: [C:32](=[O:33])([O-:34])[O-:35].[C:8]([O:9][C:10](=[O:11])[NH:14][c:15]1[cH:16][n:17][cH:18][c:19]([C:21]#[C:22][c:23]2[cH:24][c:25]([C:29]#[N:30])[cH:26][cH:27][cH:28]2)[cH:20]1)([CH3:12])([CH3:13])[CH3:31].[Cl:39][CH2:40][Cl:41].[K+:36].[K+:37].[OH2:38].[OH:1][C:2]([C:3]([F:4])([F:5])[F:6])=[O:7]>>[NH2:14][c:15]1[cH:16][n:17][cH:18][c:19]([C:21]#[C:22][c:23]2[cH:24][c:25]([C:29]#[N:30])[cH:26][cH:27][cH:28]2)[cH:20]1. Yields the product N#Cc1cccc(C#Cc2cncc(N)c2)c1. Reactants: O=C([O-])[O-], CC(C)(C)OC(=O)Nc1cncc(C#Cc2cccc(C#N)c2)c1, ClCCl, [K+], [K+], O, O=C(O)C(F)(F)F.